Dataset: the Open Reaction Database (ORD), a public repository of structured organic reaction records. Task: describe an organic reaction: reactants, conditions, products, and yield Reactants: Cl (hydrochloric acid), O (water), [OH-].[Na+] (sodium hydroxide), C(#N)C(C(C)C)(C)NC(=O)C1=C(C(=O)O)C=CC=N1 (2-[(1-cyano-1,2-dimethylpropyl)aminocarbonyl]nicotinic acid). Solvent: C(Cl)Cl (methylene chloride). Yields the product C(C)(C)C1(C(N=C(N1)C1=C(C(=O)O)C=CC=N1)=O)C (2-(5-isopropyl-5-methyl-4-oxo-2-imidazolin-2-yl)nicotinic acid). Reaction SMILES: [OH2:1].[OH-].[Na+].[C:4]([C:6]([NH:11][C:12]([C:14]1[N:22]=[CH:21][CH:20]=[CH:19][C:15]=1[C:16]([OH:18])=[O:17])=O)([CH3:10])[CH:7]([CH3:9])[CH3:8])#[N:5].Cl>C(Cl)Cl>[CH:7]([C:6]1([CH3:10])[NH:11][C:12]([C:14]2[N:22]=[CH:21][CH:20]=[CH:19][C:15]=2[C:16]([OH:18])=[O:17])=[N:5][C:4]1=[O:1])([CH3:9])[CH3:8] |f:1.2|. Reported procedure: To a stirred mixture of 20 mL of water and 8.40 g (0.105 mol) of 50% sodium hydroxide solution is added 7.83 g (0.030 mol) of 2-[(1-cyano-1,2-dimethylpropyl)aminocarbonyl]nicotinic acid. External heating is applied to raise the temperature to 70°-75° C. where it is maintained for five hours. After cooling the reaction mixture to 20°-30° C., 50 mL of methylene chloride is added and the pH is adjusted to 3.0 by the addition of 37% hydrochloric acid. The organic layer is separated and the solvent i... Reactants: O1C(OCCC1)C1=CC=C(C=N1)C1=CC2=NC=CC(=C2S1)OC1=C(C=C(C=C1)NC(=O)NC1CC1)F (1-(4-(2-(6-(1,3-dioxan-2-yl)pyridin-3-yl)thieno[3,2-b]pyridin-7-yloxy)-3-fluorophenyl)-3-cyclopropylurea), CC(=O)O.O (AcOH water). Run in O (water). The product is C1(CC1)NC(=O)NC1=CC(=C(C=C1)OC1=C2C(=NC=C1)C=C(S2)C=2C=NC(=CC2)C=O)F (1-cyclopropyl-3-(3-fluoro-4-(2-(6-formylpyridin-3-yl)thieno[3,2-b]pyridin-7-yloxy)phenyl)urea). Yield: 93.8%. As a reaction SMILES: [O:1]1CCCO[CH:2]1[C:7]1[N:12]=[CH:11][C:10]([C:13]2[S:21][C:20]3[C:15](=[N:16][CH:17]=[CH:18][C:19]=3[O:22][C:23]3[CH:28]=[CH:27][C:26]([NH:29][C:30]([NH:32][CH:33]4[CH2:35][CH2:34]4)=[O:31])=[CH:25][C:24]=3[F:36])[CH:14]=2)=[CH:9][CH:8]=1.CC(O)=O.O>O>[CH:33]1([NH:32][C:30]([NH:29][C:26]2[CH:27]=[CH:28][C:23]([O:22][C:19]3[CH:18]=[CH:17][N:16]=[C:15]4[CH:14]=[C:13]([C:10]5[CH:11]=[N:12][C:7]([CH:2]=[O:1])=[CH:8][CH:9]=5)[S:21][C:20]=34)=[C:24]([F:36])[CH:25]=2)=[O:31])[CH2:34][CH2:35]1 |f:1.2|. Procedure details: A solution of 281 (2.71 mg, 5.35 mmol) in a mixture AcOH/water (32 mL/8 mL) was heated at 90° C. for 29 h. After cooling to RT the reaction mixture was diluted with water to form a precipitate that was collected by filtration and dried under vacuum to afford the title compound 282 (2.25 g, 5.02 mmol, 94% yield) as a brown solid. MS (m/z): 449.2 (M+H).